From a dataset of the Open Reaction Database (ORD), a public repository of structured organic reaction records. describe an organic reaction: reactants, conditions, products, and yield Starting materials: C(C)(C)(C)C=1OC(=NN1)C1=NN(C(=C1SC)C1=CC=C(C=C1)Cl)C1=C(C=C(C=C1)Cl)Cl (2-tert-Butyl-5-(5-(4-chlorophenyl)-1-(2,4-dichlorophenyl)-4-(methylthio)-1H-pyrazol-3-yl)-1,3,4-oxadiazole), C1=CC(=CC(=C1)Cl)C(=O)OO (m-CPBA), C(=O)(O)[O-].[Na+] (NaHCO3). Run in C(Cl)Cl (CH2Cl2). Reaction conditions: time 1 hour. Product: C(C)(C)(C)C=1OC(=NN1)C1=NN(C(=C1S(=O)C)C1=CC=C(C=C1)Cl)C1=C(C=C(C=C1)Cl)Cl (2-tert-butyl-5-(5-(4-chlorophenyl)-1-(2,4-dichlorophenyl)-4-(methylsulfinyl)-1H-pyrazol-3-yl)-1,3,4-oxadiazole). Isolated yield 65.4%. RXN SMILES: [C:1]([C:5]1[O:6][C:7]([C:10]2[C:14]([S:15][CH3:16])=[C:13]([C:17]3[CH:22]=[CH:21][C:20]([Cl:23])=[CH:19][CH:18]=3)[N:12]([C:24]3[CH:29]=[CH:28][C:27]([Cl:30])=[CH:26][C:25]=3[Cl:31])[N:11]=2)=[N:8][N:9]=1)([CH3:4])([CH3:3])[CH3:2].C1C=C(Cl)C=C(C(OO)=[O:40])C=1.C([O-])(O)=O.[Na+]>C(Cl)Cl>[C:1]([C:5]1[O:6][C:7]([C:10]2[C:14]([S:15]([CH3:16])=[O:40])=[C:13]([C:17]3[CH:18]=[CH:19][C:20]([Cl:23])=[CH:21][CH:22]=3)[N:12]([C:24]3[CH:29]=[CH:28][C:27]([Cl:30])=[CH:26][C:25]=3[Cl:31])[N:11]=2)=[N:8][N:9]=1)([CH3:4])([CH3:2])[CH3:3] |f:2.3|. Reported procedure: To a solution of 2-tert-Butyl-5-(5-(4-chlorophenyl)-1-(2,4-dichlorophenyl)-4-(methylthio)-1H-pyrazol-3-yl)-1,3,4-oxadiazole (Ia-1) (150 mg, 0.30 mmol) in CH2Cl2 (5 mL) was added m-CPBA (77% Max, 74 mg, 0.33 mmol). The reaction mixture was stirred for 1 hr at room temperature. Saturated NaHCO3 was added to the reaction mixture, and the organic extract was dried over anhydrous MgSO4, filtered and concentrated in vacuo. The residue was subjected to silica gel column chromatography (eluent: hexane/E... The reactants are [OH-].[Na+] (sodium hydroxide), CS(=O)(=O)O (methanesulfonic acid), O=P12OP3(=O)OP(=O)(O1)OP(=O)(O2)O3 (phosphorus pentoxide), C(C1=CC=CC=C1)(=O)C(C(=O)OCC)=CNC1=CC(=NN1C1=NC=CC=C1)C (ethyl 2-benzoyl-3-[[3-methyl-1-(2-pyridinyl)-1H-pyrazol-5-yl]amino]-2-propenoate). The solvent is O (water). Run at temperature 100 celsius, time 30 minute. Yields the product OC1=C2C(=NC=C1C(=O)C1=CC=CC=C1)N(N=C2C)C2=NC=CC=C2 ([4-Hydroxy-3-methyl-1-(2-pyridinyl)-1H-pyrazolo[3,4-b]pyridin-5-yl]phenylmethanone). Isolated yield 33.3%. RXN SMILES: CS(O)(=O)=O.O=P12OP3(OP(OP(O3)(O1)=O)(=O)O2)=O.[C:20]([C:28](=[CH:34][NH:35][C:36]1[N:40]([C:41]2[CH:46]=[CH:45][CH:44]=[CH:43][N:42]=2)[N:39]=[C:38]([CH3:47])[CH:37]=1)[C:29]([O:31]CC)=O)(=[O:27])[C:21]1[CH:26]=[CH:25][CH:24]=[CH:23][CH:22]=1.[OH-].[Na+]>O>[OH:31][C:29]1[C:28]([C:20]([C:21]2[CH:22]=[CH:23][CH:24]=[CH:25][CH:26]=2)=[O:27])=[CH:34][N:35]=[C:36]2[N:40]([C:41]3[CH:46]=[CH:45][CH:44]=[CH:43][N:42]=3)[N:39]=[C:38]([CH3:47])[C:37]=12 |f:3.4|. Procedure: A mixture of methanesulfonic acid (30 mL) and phosphorus pentoxide (6 g) was heated at 100° C. The mixture was stirred thoroughly at the temperature, with gradual addition of powdery ethyl 2-benzoyl-3-[[3-methyl-1-(2-pyridinyl)-1H-pyrazol-5-yl]amino]-2-propenoate (3.0 g, 8.0 mmol). The mixture was further heated and stirred at the temperature for 30 minutes. The solution was cooled to room temperature, iced water was added thereto. The solution was neutralized by the addition of an aqueous sodiu...